This data is from the Open Reaction Database (ORD), a public repository of structured organic reaction records. The task is: describe an organic reaction: reactants, conditions, products, and yield Reactants: FC1=CC=C(C=C1)[N+](=O)[O-] (4-fluoro-nitrobenzene), O (water), C(CCC)C=1N(C(N(N1)C1=C(C=CC=C1)C(F)(F)F)=O)CC1=CC=C(C=C1)C1=C(C=CC=C1)S(N)(=O)=O (5-n-Butyl-2,4-dihydro-4-[(2'-sulfamoylbiphenyl-4-yl)methyl]-2-[2-(trifluoromethyl)phenyl]-3H-1,2,4-triazol-3-one), [H-].[Na+] (sodium hydride). The solvent is CCOC(=O)C (EtOAc), CN(C)C=O (DMF), CN(C)C=O (DMF). Conditions: time 2 hour. The product is C(CCC)C=1N(C(N(N1)C1=C(C=CC=C1)C(F)(F)F)=O)CC1=CC=C(C=C1)C1=C(C=CC=C1)S(NC1=CC=C(C=C1)[N+](=O)[O-])(=O)=O (5-n-Butyl-2,4-dihydro-4-[[2'-[N-(4-nitrophenyl)sulfamoyl]biphenyl-4-yl]methyl]-2-[2-(trifluoromethyl)phenyl]-3H-1,2,4-triazol-3-one). Yield: 42.8%. RXN SMILES: [CH2:1]([C:5]1[N:6]([CH2:21][C:22]2[CH:27]=[CH:26][C:25]([C:28]3[CH:33]=[CH:32][CH:31]=[CH:30][C:29]=3[S:34](=[O:37])(=[O:36])[NH2:35])=[CH:24][CH:23]=2)[C:7](=[O:20])[N:8]([C:10]2[CH:15]=[CH:14][CH:13]=[CH:12][C:11]=2[C:16]([F:19])([F:18])[F:17])[N:9]=1)[CH2:2][CH2:3][CH3:4].[H-].[Na+].F[C:41]1[CH:46]=[CH:45][C:44]([N+:47]([O-:49])=[O:48])=[CH:43][CH:42]=1.O>CN(C=O)C.CCOC(C)=O>[CH2:1]([C:5]1[N:6]([CH2:21][C:22]2[CH:27]=[CH:26][C:25]([C:28]3[CH:33]=[CH:32][CH:31]=[CH:30][C:29]=3[S:34](=[O:37])(=[O:36])[NH:35][C:41]3[CH:46]=[CH:45][C:44]([N+:47]([O-:49])=[O:48])=[CH:43][CH:42]=3)=[CH:24][CH:23]=2)[C:7](=[O:20])[N:8]([C:10]2[CH:15]=[CH:14][CH:13]=[CH:12][C:11]=2[C:16]([F:19])([F:18])[F:17])[N:9]=1)[CH2:2][CH2:3][CH3:4] |f:1.2|. Procedure: To a mixture of 5-n-butyl-2,4-dihydro-4-[(2'-sulfamoylbiphenyl-4-yl)methyl]-2-[2-(trifluoromethyl)phenyl]-3H-1,2,4-triazol-4-one (100 mg, 0.19 mmol) (from Example 16, Step C) and sodium hydride (4.5 mg, 0.19 mmol) in DMF, (0.5 mL) which had been stirring at room temperature for 2 h, was added dropwise a solution of 4-fluoro-nitrobenzene (27 mg, 0.19 mmol) dissolved in 0.3 mL DMF. The yellow reaction mixture was stirred at 60° C. for 29 hours. After cooling to room temperature, water and EtOAc we...